The task is: describe an organic reaction: reactants, conditions, products, and yield. This data is from the Open Reaction Database (ORD), a public repository of structured organic reaction records. Reactants: O (water), C([O-])(O)=O.[Na+] (sodium bicarbonate), CN(C(=O)Cl)C (dimethylcarbamyl chloride), Cl.NC1=C(C=CC(=C1)Br)N1CCC2=CC=CC=C12 (1-(2-amino-4-bromophenyl)indoline hydrochloride), C([O-])(O)=O.[Na+] (sodium bicarbonate), CN(C(=O)Cl)C (dimethylcarbamyl chloride), C([O-])(O)=O.[Na+] (sodium bicarbonate), CN(C(=O)Cl)C (dimethylcarbamyl chloride). Solvent: C(Cl)(Cl)Cl (chloroform), C(Cl)(Cl)Cl (chloroform). Conditions: time 10 minute. Product: BrC=1C=CC(=C(C1)NC(=O)N(C)C)N1CCC2=CC=CC=C12 (N-[5-Bromo-2-(2,3-dihydro-1H-indol-1-yl)phenyl]-N',N'-dimethyl urea). The yield is 40.3%. As a reaction SMILES: Cl.[NH2:2][C:3]1[CH:8]=[C:7]([Br:9])[CH:6]=[CH:5][C:4]=1[N:10]1[C:18]2[C:13](=[CH:14][CH:15]=[CH:16][CH:17]=2)[CH2:12][CH2:11]1.C(=O)(O)[O-].[Na+].[CH3:24][N:25]([CH3:29])[C:26](Cl)=[O:27].O>C(Cl)(Cl)Cl>[Br:9][C:7]1[CH:6]=[CH:5][C:4]([N:10]2[C:18]3[C:13](=[CH:14][CH:15]=[CH:16][CH:17]=3)[CH2:12][CH2:11]2)=[C:3]([NH:2][C:26]([N:25]([CH3:29])[CH3:24])=[O:27])[CH:8]=1 |f:0.1,2.3|. Reported procedure: To a stirred mixture, under nitrogen, of 28.9 g (0.10 mole) of 1-(2-amino-4-bromophenyl)indoline hydrochloride and 16.8 g (0.20 mole) of anhydrous powdered sodium bicarbonate in 500 ml of chloroform was added a solution of 21.5 g (0.20 mole) of dimethylcarbamyl chloride in 25 ml of chloroform, over a 10 minute period. The mixture was heated under reflux for 7 hours, and 8.4 g (0.10 mole) of sodium bicarbonate and 10.7 g (0.10 mole) of the dimethylcarbamyl chloride were added. After heating under... Reactants: [BH3-]C#N, CCCCn1c(=O)c(NC(=O)Nc2c(C(C)C)cc(NCc3cccnc3)cc2C(C)C)c(-c2cccc(OC)c2)c2cccnc21, C=O, CO, Cl, [Na+], O. Yields the product CCCCn1c(=O)c(NC(=O)Nc2c(C(C)C)cc(N(C)Cc3cccnc3)cc2C(C)C)c(-c2cccc(OC)c2)c2cccnc21. RXN SMILES: [C:51]([BH3-:52])#[N:53].[CH2:1]([CH2:2][CH2:3][CH3:4])[n:5]1[c:6](=[O:47])[c:7]([NH:23][C:24](=[O:25])[NH:26][c:27]2[c:28]([CH:44]([CH3:45])[CH3:46])[cH:29][c:30]([NH:36][CH2:37][c:38]3[cH:39][n:40][cH:41][cH:42][cH:43]3)[cH:31][c:32]2[CH:33]([CH3:34])[CH3:35])[c:8](-[c:15]2[cH:16][c:17]([O:21][CH3:22])[cH:18][cH:19][cH:20]2)[c:9]2[cH:10][cH:11][cH:12][n:13][c:14]12.[CH2:48]=[O:49].[CH3:55][OH:56].[ClH:50].[Na+:54].[OH2:57]>>[CH2:1]([CH2:2][CH2:3][CH3:4])[n:5]1[c:6](=[O:47])[c:7]([NH:23][C:24](=[O:25])[NH:26][c:27]2[c:28]([CH:44]([CH3:45])[CH3:46])[cH:29][c:30]([N:36]([CH2:37][c:38]3[cH:39][n:40][cH:41][cH:42][cH:43]3)[CH3:51])[cH:31][c:32]2[CH:33]([CH3:34])[CH3:35])[c:8](-[c:15]2[cH:16][c:17]([O:21][CH3:22])[cH:18][cH:19][cH:20]2)[c:9]2[cH:10][cH:11][cH:12][n:13][c:14]12. Starting materials: solid, BrC1=CC(=CC=2C(=C3N(C12)CCNC3=O)C)F (6-bromo-8-fluoro-10-methyl-3,4-dihydro-2H-pyrazino[1,2-a]indol-1-one), BrC1=CC(=CC=2C(=C3N(C12)CCNC3=O)C)F (6-bromo-8-fluoro-10-methyl-3,4-dihydro-2H-pyrazino[1,2-a]indol-1-one), CN(C1=CC=C(C=N1)B(O)O)C (6-dimethylamino-pyridin-3-ylboronic acid). The product is CN(C1=CC=C(C=N1)C1=CC(=CC=2C(=C3N(C12)CCNC3=O)C)F)C (6-(6-Dimethylamino-pyridin-3-yl)-8-fluoro-10-methyl-3,4-dihydro-2H-pyrazino[1,2-a]indol-1-one). RXN SMILES: Br[C:2]1[C:10]2[N:9]3[CH2:11][CH2:12][NH:13][C:14](=[O:15])[C:8]3=[C:7]([CH3:16])[C:6]=2[CH:5]=[C:4]([F:17])[CH:3]=1.[CH3:18][N:19]([CH3:29])[C:20]1[N:25]=[CH:24][C:23](B(O)O)=[CH:22][CH:21]=1>>[CH3:18][N:19]([CH3:29])[C:20]1[N:25]=[CH:24][C:23]([C:2]2[C:10]3[N:9]4[CH2:11][CH2:12][NH:13][C:14](=[O:15])[C:8]4=[C:7]([CH3:16])[C:6]=3[CH:5]=[C:4]([F:17])[CH:3]=2)=[CH:22][CH:21]=1. Procedure details: The title compound, grey solid (76 mg, 90%), MS (ISP) m/z=339.5 [(M+H)+], mp 259° C., was prepared in accordance with the general method of example 1 from 6-bromo-8-fluoro-10-methyl-3,4-dihydro-2H-pyrazino[1,2-a]indol-1-one (intermediate 14) (74.3 mg, 0.25 mmol) and commercially available 6-dimethylamino-pyridin-3-ylboronic acid (53.9 mg, 0.325 mmol). The reactants are COC(=O)C1=C(N=C(S1)N1C=NC2=C1C=C(C(=C2)OC)OC)Br (4-bromo-2-(5,6-dimethoxy-benzoimidazol-1-yl)-thiazole-5-carboxylic acid methyl ester), B(C1=CC=C(C=C1)C=C)(O)O (4-vinylboronic acid). Product: COC1=CC2=C(N(C=N2)C=2SC(=C(N2)C2=CC=C(C=C2)C=C)C(=O)O)C=C1OC (2-(5,6-Dimethoxy-benzoimidazol-1-yl)-4-(4-vinyl-phenyl)-thiazole-5-carboxylic acid). Isolated yield 37.3%. As a reaction SMILES: C[O:2][C:3]([C:5]1[S:9][C:8]([N:10]2[C:14]3[CH:15]=[C:16]([O:21][CH3:22])[C:17]([O:19][CH3:20])=[CH:18][C:13]=3[N:12]=[CH:11]2)=[N:7][C:6]=1Br)=[O:4].B(O)(O)[C:25]1[CH:30]=[CH:29][C:28]([CH:31]=[CH2:32])=[CH:27][CH:26]=1>>[CH3:20][O:19][C:17]1[C:16]([O:21][CH3:22])=[CH:15][C:14]2[N:10]([C:8]3[S:9][C:5]([C:3]([OH:2])=[O:4])=[C:6]([C:25]4[CH:30]=[CH:29][C:28]([CH:31]=[CH2:32])=[CH:27][CH:26]=4)[N:7]=3)[CH:11]=[N:12][C:13]=2[CH:18]=1. Procedure details: In a similar manner as described for Example 26, 4-bromo-2-(5,6-dimethoxy-benzoimidazol-1-yl)-thiazole-5-carboxylic acid methyl ester (40 mg, 0.1 mmol) and 4-vinylboronic acid (22.2 mg, 0.15 mmol) gave 2-(5,6-Dimethoxy-benzoimidazol-1-yl)-4-(4-vinyl-phenyl)-thiazole-5-carboxylic acid (15.2 mg, 37%) as a white solid. 1H NMR (400 MHz, DMSO-d6) δ ppm 13.69 (br.s., 1 H); 8.82 (s, 1 H); 7.95 (d, 2 H); 7.84 (s, 1 H); 7.60 (d, 2H); 7.39 (s, 1H); 6.82 (dd, 1 H); 5.97 (dd, 1 H); 5.37 (dd, 1 H); 3.86 (s, ... Reactants: COC(=O)c1cc(Br)oc1C, COCCOC, Cc1cc(F)ccc1B(O)O, [Na+], [Na+], O=C([O-])[O-], O, c1ccc(P(c2ccccc2)(c2ccccc2)[Pd](P(c2ccccc2)(c2ccccc2)c2ccccc2)(P(c2ccccc2)(c2ccccc2)c2ccccc2)P(c2ccccc2)(c2ccccc2)c2ccccc2)cc1. Yields the product COC(=O)c1cc(-c2ccc(F)cc2C)oc1C. Reaction SMILES: [Br:1][c:2]1[cH:3][c:4]([C:8](=[O:9])[O:10][CH3:11])[c:5]([CH3:7])[o:6]1.[CH3:29][O:30][CH2:31][CH2:32][O:33][CH3:34].[F:12][c:13]1[cH:14][c:15]([CH3:22])[c:16]([B:19]([OH:20])[OH:21])[cH:17][cH:18]1.[Na+:23].[Na+:24].[O-:25][C:26](=[O:27])[O-:28].[OH2:112].[cH:35]1[cH:36][cH:37][c:38]([P:39]([Pd:40]([P:41]([c:42]2[cH:43][cH:44][cH:45][cH:46][cH:47]2)([c:48]2[cH:49][cH:50][cH:51][cH:52][cH:53]2)[c:54]2[cH:55][cH:56][cH:57][cH:58][cH:59]2)([P:60]([c:61]2[cH:62][cH:63][cH:64][cH:65][cH:66]2)([c:67]2[cH:68][cH:69][cH:70][cH:71][cH:72]2)[c:73]2[cH:74][cH:75][cH:76][cH:77][cH:78]2)[P:79]([c:80]2[cH:81][cH:82][cH:83][cH:84][cH:85]2)([c:86]2[cH:87][cH:88][cH:89][cH:90][cH:91]2)[c:92]2[cH:93][cH:94][cH:95][cH:96][cH:97]2)([c:98]2[cH:99][cH:100][cH:101][cH:102][cH:103]2)[c:104]2[cH:105][cH:106][cH:107][cH:108][cH:109]2)[cH:110][cH:111]1>>[c:2]1(-[c:16]2[c:15]([CH3:22])[cH:14][c:13]([F:12])[cH:18][cH:17]2)[cH:3][c:4]([C:8](=[O:9])[O:10][CH3:11])[c:5]([CH3:7])[o:6]1. The reactants are C#CC(=O)O, CN(C)c1ccncc1, C(=NC1CCCCC1)=NC1CCCCC1, OCCCCCCc1ccccc1. Product: C#CC(=O)OCCCCCCc1ccccc1. As a reaction SMILES: [C:29]([C:30]#[CH:31])(=[O:32])[OH:33].[CH3:34][N:35]([CH3:36])[c:37]1[cH:38][cH:39][n:40][cH:41][cH:42]1.[CH:1]1([N:2]=[C:3]=[N:4][CH:5]2[CH2:6][CH2:7][CH2:8][CH2:9][CH2:10]2)[CH2:11][CH2:12][CH2:13][CH2:14][CH2:15]1.[c:16]1([CH2:22][CH2:23][CH2:24][CH2:25][CH2:26][CH2:27][OH:28])[cH:17][cH:18][cH:19][cH:20][cH:21]1>>[c:16]1([CH2:22][CH2:23][CH2:24][CH2:25][CH2:26][CH2:27][O:28][C:29]([C:30]#[CH:31])=[O:32])[cH:17][cH:18][cH:19][cH:20][cH:21]1. Reactants: CC=1C(=CSC1)N=C=S (4-methyl-3-thienyl isothiocyanate), FC=1C(=C(C(=C(C1F)F)F)N)N (3,4,5,6-tetrafluoro-1,2-diaminobenzene). Yields the product NC1=C(C(=C(C(=C1F)F)F)F)NC(=S)NC1=CSC=C1C (N-(2-Amino-3,4,5,6-tetrafluorophenyl)-N′-(4-methyl-3-thienyl)thiourea). As a reaction SMILES: [CH3:1][C:2]1[C:3]([N:7]=[C:8]=[S:9])=[CH:4][S:5][CH:6]=1.[F:10][C:11]1[C:12]([NH2:21])=[C:13]([NH2:20])[C:14]([F:19])=[C:15]([F:18])[C:16]=1[F:17]>>[NH2:20][C:13]1[C:14]([F:19])=[C:15]([F:18])[C:16]([F:17])=[C:11]([F:10])[C:12]=1[NH:21][C:8]([NH:7][C:3]1[C:2]([CH3:1])=[CH:6][S:5][CH:4]=1)=[S:9]. Procedure details: is obtained analogously to the reaction described in example 1 b) from 4-methyl-3-thienyl isothiocyanate and 3,4,5,6-tetrafluoro-1,2-diaminobenzene. Crystalline solid, m.p.: 286-290° C.